From a dataset of the Open Reaction Database (ORD), a public repository of structured organic reaction records. describe an organic reaction: reactants, conditions, products, and yield The reactants are C1CCOC1, COC(=O)CC1C(=O)Nc2ccccc2N1S(=O)(=O)c1ccc(Cl)c(Cl)c1, Cl. The product is O=C1Nc2ccccc2N(S(=O)(=O)c2ccc(Cl)c(Cl)c2)C1CCO. RXN SMILES: [CH2:29]1[O:30][CH2:31][CH2:32][CH2:33]1.[Cl:1][c:2]1[cH:3][c:4]([S:9](=[O:10])(=[O:11])[N:12]2[CH:13]([CH2:23][C:24](=[O:25])[O:26][CH3:27])[C:14](=[O:22])[NH:15][c:16]3[cH:17][cH:18][cH:19][cH:20][c:21]32)[cH:5][cH:6][c:7]1[Cl:8].[ClH:28]>>[Cl:1][c:2]1[cH:3][c:4]([S:9](=[O:10])(=[O:11])[N:12]2[CH:13]([CH2:23][CH2:24][OH:25])[C:14](=[O:22])[NH:15][c:16]3[cH:17][cH:18][cH:19][cH:20][c:21]32)[cH:5][cH:6][c:7]1[Cl:8]. The reactants are C(C)#N (acetonitrile), C(C1=CC=C(C=C1)OC)(=O)OC (methyl p-anisate), Cl (hydrochloric acid), O (water). Run in CS(=O)C (DMSO). Run at temperature 60 celsius. The product is C(C1=CC=CC=C1)(=O)CC#N (benzoylacetonitrile). Yield: 68.7%. As a reaction SMILES: [C:1](#[N:3])[CH3:2].[C:4](OC)(=[O:13])[C:5]1[CH:10]=[CH:9][C:8](OC)=[CH:7][CH:6]=1.O.Cl>CS(C)=O>[C:4]([CH2:2][C:1]#[N:3])(=[O:13])[C:5]1[CH:10]=[CH:9][CH:8]=[CH:7][CH:6]=1. Reported procedure: To a solution of acetonitrile (76 g) in DMSO (100 mL) was added methyl p-anisate (100 g) and the mixture was stirred with heating at 60° C. for one hour. The reaction mixture was allowed to cool, and cold water (500 mL) was added dropwise. The mixture was acidified with hydrochloric acid and the precipitated crystals were collected by filtration. The obtained crystals were extracted with ethyl acetate and the solvent was evaporated under reduced pressure. The residue was recrystallized from ethy...